From a dataset of the Open Reaction Database (ORD), a public repository of structured organic reaction records. describe an organic reaction: reactants, conditions, products, and yield The reactants are OC=1C=C(C=CC1OC)C=CC(C=CC1=CC(=C(C=C1)OC)O)=O (1,5-bis(3-hydroxy-4-methoxyphenyl)-1,4-pentadien-3-one), [N+](=O)([O-])C1=CC=C(C=C1)NN (4-nitrophenylhydrazine), Cl (HCl). The solvent is C(C)O (ethanol). Product: OC=1C=C(C=CC1OC)C1CC(=NN1C1=CC=C(C=C1)[N+](=O)[O-])C=CC1=CC(=C(C=C1)OC)O (5-(3-Hydroxy-4-methoxyphenyl)-3-(3-hydroxy-4-methoxystyryl)-1-(4-nitrophenyl)-4,5-dihydropyrazole). Isolated yield 97.4%. Reaction SMILES: [OH:1][C:2]1[CH:3]=[C:4]([CH:10]=[CH:11][C:12](=O)[CH:13]=[CH:14][C:15]2[CH:20]=[CH:19][C:18]([O:21][CH3:22])=[C:17]([OH:23])[CH:16]=2)[CH:5]=[CH:6][C:7]=1[O:8][CH3:9].[N+:25]([C:28]1[CH:33]=[CH:32][C:31]([NH:34][NH2:35])=[CH:30][CH:29]=1)([O-:27])=[O:26].Cl>C(O)C>[OH:1][C:2]1[CH:3]=[C:4]([CH:10]2[N:34]([C:31]3[CH:30]=[CH:29][C:28]([N+:25]([O-:27])=[O:26])=[CH:33][CH:32]=3)[N:35]=[C:12]([CH:13]=[CH:14][C:15]3[CH:20]=[CH:19][C:18]([O:21][CH3:22])=[C:17]([OH:23])[CH:16]=3)[CH2:11]2)[CH:5]=[CH:6][C:7]=1[O:8][CH3:9]. Procedure: To a stirred mixture of 1,5-bis(3-hydroxy-4-methoxyphenyl)-1,4-pentadien-3-one (29.6 g, 90.8 mmol), absolute ethanol (220 mL), and 4-nitrophenylhydrazine (16.8 g, 100 mmol for 90 percent purity, 10 percent water) was added conc. HCl (20 mL), and the mixture was stirred and heated at reflux for 24 hours. The mixture was then stirred at room temperature for 16 hours, and the orange crystals that formed were removed by filtration. The product was washed with ethanol and hexane, and dried in a vacuu... RXN SMILES: CO[C:3]1[CH:10]=[CH:9][CH:8]=[CH:7][C:4]=1[CH2:5]Cl.[OH2:11].[C:12]([O:15][CH2:16][CH3:17])(=O)C.[CH3:18][N:19]([CH:21]=O)[CH3:20]>>[CH3:12][O:15][C:16]1[CH:17]=[CH:5][CH:4]=[CH:3][C:10]=1[CH2:21][N:19]1[CH2:18][CH2:5][C:4]2[C:7](=[CH:8][CH:9]=[C:10]([OH:11])[CH:3]=2)[CH2:20]1. Starting materials: O (water), C(C)(=O)OCC (ethyl acetate), B1, COC1=C(CCl)C=CC=C1 (2-methoxybenzyl chloride), base, CN(C)C=O (DMF). Reaction conditions: temperature 80 celsius. Reported procedure: A solution of B1 (345 mg, 1.5 mmol), and 2-methoxybenzyl chloride (230 μL, 1.65 mmol) in DMF (10 mL) was treated with Huning's base (1.82 mL, 10.5 mmol) and heated to 80° C. for 60 h. After cooling to room temperature, water (5 mL) was added and the product extracted with ethyl acetate (4×10 mL). The combined organics were washed with water, brine and dried over MgSO4, prior to evaporation and purification by flash column chromatography. B16 was isolated as a white solid in 85% yield (345 mg). m... Isolated yield 85.0%. The product is COC1=C(CN2CC3=CC=C(C=C3CC2)O)C=CC=C1 (2-(2-Methoxybenzyl)-1,2,3,4-tetrahydroisoquinolin-6-ol). Solvent: Petrol. Starting materials: CCO, CCOP(=O)(OCC)C(N=Cc1ccccc1)C(=O)OCC(Cl)(Cl)Cl, ClC(Cl)Cl, NNc1ccc([N+](=O)[O-])cc1[N+](=O)[O-], O, Cc1ccc(S(=O)(=O)O)cc1. The product is CCOP(=O)(OCC)C(N)C(=O)OCC(Cl)(Cl)Cl. RXN SMILES: [CH3:56][CH2:57][OH:58].[CH:27]([c:28]1[cH:29][cH:30][cH:31][cH:32][cH:33]1)=[N:34][CH:35]([C:36](=[O:37])[O:38][CH2:39][C:40]([Cl:41])([Cl:42])[Cl:43])[P:44](=[O:45])([O:46][CH2:47][CH3:48])[O:49][CH2:50][CH3:51].[CH:52]([Cl:53])([Cl:54])[Cl:55].[N+:1]([c:2]1[cH:3][c:4]([N+:5]([O-:6])=[O:7])[cH:8][cH:9][c:10]1[NH:11][NH2:12])([O-:13])=[O:14].[OH2:15].[c:16]1([CH3:17])[cH:18][cH:19][c:20]([S:21]([OH:22])(=[O:23])=[O:24])[cH:25][cH:26]1>>[NH2:34][CH:35]([C:36](=[O:37])[O:38][CH2:39][C:40]([Cl:41])([Cl:42])[Cl:43])[P:44](=[O:45])([O:46][CH2:47][CH3:48])[O:49][CH2:50][CH3:51]. Starting materials: C(=O)(OC)N(C(=N)NC(=O)OC)C1=C(NC=C1CC1=CSC=C1)C(=O)OC (Methyl 3-(N,N'-bis-carbomethoxyguanidinyl)-4-(3-thienylmethyl)-1H-pyrrole-2-carboxylate), Example 23, C[O-].[Na+] (sodium methoxide). The solvent is CO (methanol). The product is NC=1NC(C2=C(N1)C(=CN2)CC2=CSC=C2)=O (2-amino-7-(3-thienylmethyl)-4-oxo-3H,5H-pyrrolo[3,2-d]pyrimidine). The yield is 85.0%. Reaction SMILES: C([N:5]([C:13]1[C:17]([CH2:18][C:19]2[CH:23]=[CH:22][S:21][CH:20]=2)=[CH:16][NH:15][C:14]=1[C:24]([O:26]C)=O)[C:6]([NH:8]C(OC)=O)=[NH:7])(OC)=O.C[O-].[Na+]>CO>[NH2:7][C:6]1[NH:8][C:24](=[O:26])[C:14]2[NH:15][CH:16]=[C:17]([CH2:18][C:19]3[CH:23]=[CH:22][S:21][CH:20]=3)[C:13]=2[N:5]=1 |f:1.2|. Procedure: Methyl 3-(N,N'-bis-carbomethoxyguanidinyl)-4-(3-thienylmethyl)-1H-pyrrole-2-carboxylate, obtained from Example 23 (3.94 g, 0.01 mol), sodium methoxide (1.62 g, 0.03 mol) and methanol (100 mL) were stirred together and boiled under reflux for six hours. The solvent was evaporated in vacuo and the residue was treated with water (200 mL) containing acetic acid (10 mL). The solid was collected by filtration and crystallized from ethanol to give 2.1 g (85%) of 2-amino-7-(3-thienylmethyl)-4-oxo-3H,5H-... Starting materials: halogen, P(=O)(OC(C)(C)C)(OC(C)(C)C)OCCl (di-tert-butyl chloromethyl phosphate), P(=O)(OC(C)(C)C)(OC(C)(C)C)OCCl (di-tert-butyl chloromethyl phosphate), [I-].[Na+] (sodium iodide), CC(=O)C (acetone). Solvent: C(C)#N (acetonitrile). The product is P(=O)(OC(C)(C)C)(OC(C)(C)C)OCI (Di-tert-butyl iodomethyl phosphate). As a reaction SMILES: [P:1]([O:13][CH2:14]Cl)([O:8][C:9]([CH3:12])([CH3:11])[CH3:10])([O:3][C:4]([CH3:7])([CH3:6])[CH3:5])=[O:2].[I-:16].[Na+].CC(C)=O>C(#N)C>[P:1]([O:13][CH2:14][I:16])([O:8][C:9]([CH3:12])([CH3:11])[CH3:10])([O:3][C:4]([CH3:7])([CH3:6])[CH3:5])=[O:2] |f:1.2|. Procedure: The title compound was prepared by halogen exchange reaction of di-tert-butyl chloromethyl phosphate (Intermediate 1) with sodium iodide in suitable solvent such as dry acetone or acetonitrile. Starting materials: Cl.C(#N)C=1C=C(N)C=CC1OCC(C)(C)C (3-cyano-4-neopentyloxyaniline hydrochloride), N(=O)[O-].[Na+] (sodium nitrite), stannous chloride dihydrate. Yields the product C(#N)C=1C=C(C=CC1OCC(C)(C)C)NN (3-cyano-4-neopentyloxy-phenylhydrazine). Isolated yield 88.9%. Reaction SMILES: Cl.[C:2]([C:4]1[CH:5]=[C:6]([CH:8]=[CH:9][C:10]=1[O:11][CH2:12][C:13]([CH3:16])([CH3:15])[CH3:14])[NH2:7])#[N:3].[N:17]([O-])=O.[Na+]>>[C:2]([C:4]1[CH:5]=[C:6]([NH:7][NH2:17])[CH:8]=[CH:9][C:10]=1[O:11][CH2:12][C:13]([CH3:16])([CH3:15])[CH3:14])#[N:3] |f:0.1,2.3|. Procedure: To an aqueous solution (33 ml) of 3-cyano-4-neopentyloxyaniline hydrochloride (21 g) were added sodium nitrite (6.7 g), stannous chloride dihydrate (59.5 g) and con. hydrochloric add (100 ml) with stirring under ice-cooling. After the completion of the reaction, precipitated crystals were collected by filtration The crystals were added to water, and the mixture was neutralized with aqueous sodium hydroxide solution, extracted with a mixed solvent of toluene and tert-butanol, washed with water an...